This data is from the Open Reaction Database (ORD), a public repository of structured organic reaction records. The task is: describe an organic reaction: reactants, conditions, products, and yield Reactants: BrCCCC1N(CCCC1)C(=O)OCC1=CC=CC=C1 (Phenylmethyl 2-(3-bromopropyl)-1-piperidinecarboxylate), OCCC1CN(CCC1)C(=O)OCC1=CC=CC=C1 (phenylmethyl 3-(2-hydroxyethyl)-1-piperidinecarboxylate), OCCC1CN(CCC1)C(=O)OCC1=CC=CC=C1 (phenylmethyl 3-(2-hydroxyethyl)-1-piperidinecarboxylate). Yields the product BrCCC1CN(CCC1)C(=O)OCC1=CC=CC=C1 (Phenylmethyl 3-(2-bromoethyl)-1-piperidinecarboxylate). As a reaction SMILES: [Br:1]CCCC1CCCCN1C(OCC1C=CC=CC=1)=O.O[CH2:22][CH2:23][CH:24]1[CH2:29][CH2:28][CH2:27][N:26]([C:30]([O:32][CH2:33][C:34]2[CH:39]=[CH:38][CH:37]=[CH:36][CH:35]=2)=[O:31])[CH2:25]1>>[Br:1][CH2:22][CH2:23][CH:24]1[CH2:29][CH2:28][CH2:27][N:26]([C:30]([O:32][CH2:33][C:34]2[CH:39]=[CH:38][CH:37]=[CH:36][CH:35]=2)=[O:31])[CH2:25]1. Reported procedure: Prepared similarly to Intermediate 10 from phenylmethyl 3-(2-hydroxyethyl)-1-piperidinecarboxylate (for example, as prepared for Intermediate 15). The reactants are BrC1=C(C=CC=C1)C(CO)O (1-(2-Bromophenyl)ethane-1,2-diol), N1C=NC=C1 (imidazole), [Si](C1=CC=CC=C1)(C1=CC=CC=C1)(C(C)(C)C)Cl (tert-butyldiphenylsilyl chloride). Run in ClCCl (dichloromethane), CN(C=O)C (N,N-dimethylformamide), C1(=CC=CC=C1)C.C(C)(=O)OCC (toluene ethyl acetate). Reaction conditions: time 19 hour. The product is BrC1=C(C=CC=C1)C(CO[Si](C1=CC=CC=C1)(C1=CC=CC=C1)C(C)(C)C)O (1-(2-Bromophenyl)-2-{[tert-butyl(diphenyl)silyl]oxy}ethanol). The yield is 68.5%. Reaction SMILES: [Br:1][C:2]1[CH:7]=[CH:6][CH:5]=[CH:4][C:3]=1[CH:8]([OH:11])[CH2:9][OH:10].N1C=CN=C1.[Si:17](Cl)([C:30]([CH3:33])([CH3:32])[CH3:31])([C:24]1[CH:29]=[CH:28][CH:27]=[CH:26][CH:25]=1)[C:18]1[CH:23]=[CH:22][CH:21]=[CH:20][CH:19]=1>ClCCl.CN(C)C=O.C1(C)C=CC=CC=1.C(OCC)(=O)C>[Br:1][C:2]1[CH:7]=[CH:6][CH:5]=[CH:4][C:3]=1[CH:8]([OH:11])[CH2:9][O:10][Si:17]([C:30]([CH3:33])([CH3:32])[CH3:31])([C:24]1[CH:25]=[CH:26][CH:27]=[CH:28][CH:29]=1)[C:18]1[CH:23]=[CH:22][CH:21]=[CH:20][CH:19]=1 |f:5.6|. Procedure details: To a stirred solution of 1-(2-bromophenyl)ethane-1,2-diol (step 1, 5.01 g, 22.6 mmol) and in dichloromethane (20 mL) and imidazole (2.31 g, 33.9 mmol) in N,N-dimethylformamide (20 mL) was added tert-butyldiphenylsilyl chloride (6.53 g, 23.8 mmol) at 0° C. and the mixture was stirred for 19 h at the same temperature. The reaction mixture was diluted with toluene/ethyl acetate (1/3), then washed with water for three times and brine, dried over sodium sulfate, and evaporated. The residue was purifi... The reactants are [BH4-].[Na+] (sodium borohydride), C(C)(=O)C=1C=C2C(CCOC2=CC1)(C)C (6-acetyl-4,4-dimethylchroman), [Cl-].[Na+] (sodium chloride). Run in CO (methanol). Conditions: time 1.5 hour. The product is CC1(CCOC2=CC=C(C=C12)C(C)O)C (4,4-Dimethyl-6-(1-hydroxyethyl)chroman). Isolated yield 99.0%. Reaction SMILES: [C:1]([C:4]1[CH:5]=[C:6]2[C:11](=[CH:12][CH:13]=1)[O:10][CH2:9][CH2:8][C:7]2([CH3:15])[CH3:14])(=[O:3])[CH3:2].[BH4-].[Na+].[Cl-].[Na+]>CO>[CH3:15][C:7]1([CH3:14])[C:6]2[C:11](=[CH:12][CH:13]=[C:4]([CH:1]([OH:3])[CH3:2])[CH:5]=2)[O:10][CH2:9][CH2:8]1 |f:1.2,3.4|. Procedure: To a solution of 6.0 g of 6-acetyl-4,4-dimethylchroman in 50 ml of methanol was added, all in one portion, with stirring, 3.78 g of sodium borohydride at ca. 0° C. Stirring was continued at ca. 0° C. for 1.5 hours, and then the reaction mixture was poured into 500 ml of saturated sodium chloride solution. The resulting mixture was extracted with diethyl ether, and the combined ether extracts were dried (MgSO4) and evaporated in vacuo to give 6.0 g of the title compound as an oil. Starting materials: O=C([O-])[O-], COC(=O)c1ccc(C#N)cc1NC(=O)C(F)(F)F, CO, [K+], [K+]. Product: COC(=O)c1ccc(C#N)cc1N. RXN SMILES: [C:1](=[O:2])([O-:3])[O-:4].[C:7](#[N:8])[c:9]1[cH:10][c:11]([NH:19][C:20](=[O:21])[C:22]([F:23])([F:24])[F:25])[c:12]([C:13](=[O:14])[O:15][CH3:16])[cH:17][cH:18]1.[CH3:26][OH:27].[K+:5].[K+:6]>>[C:7](#[N:8])[c:9]1[cH:10][c:11]([NH2:19])[c:12]([C:13](=[O:14])[O:15][CH3:16])[cH:17][cH:18]1. Reactants: C(C)OC(=O)C1C(CCC1)=O (2-oxo-cyclopentanecarboxylic acid ethyl ester), NC1=CC=CC=C1 (aniline), C(#N)[BH3-].[Na+] (sodium cyanoborohydride). Reagents/catalysts: C(C)(=O)O (acetic acid). The solvent is C(C)O (ethanol). Run at temperature 50 celsius, time 16 hour. Yields the product C(C)OC(=O)C1C(CCC1)NC1=CC=CC=C1 (2-Phenylamino-cyclopentanecarboxylic acid ethyl ester), C(C)OC(=O)C1C(CCC1)NC1CCCC1 (2-cyclopentylamino-cyclopentanecarboxylic acid ethyl ester). The yield is 112.1%. Reaction SMILES: [CH2:1]([O:3][C:4]([CH:6]1[CH2:10][CH2:9][CH2:8][C:7]1=O)=[O:5])[CH3:2].[NH2:12][C:13]1[CH:18]=[CH:17][CH:16]=[CH:15][CH:14]=1.C([BH3-])#N.[Na+]>C(O)C.C(O)(=O)C>[CH2:1]([O:3][C:4]([CH:6]1[CH2:10][CH2:9][CH2:8][CH:7]1[NH:12][C:13]1[CH:18]=[CH:17][CH:16]=[CH:15][CH:14]=1)=[O:5])[CH3:2].[CH2:1]([O:3][C:4]([CH:6]1[CH2:10][CH2:9][CH2:8][CH:7]1[NH:12][CH:13]1[CH2:18][CH2:17][CH2:16][CH2:15]1)=[O:5])[CH3:2] |f:2.3|. Procedure: A solution of 2-oxo-cyclopentanecarboxylic acid ethyl ester (2.01 g, 12.9 mmol) in ethanol (20 mL) was treated with aniline (0.98 mL, 10.7 mmol), sodium cyanoborohydride (1.48 g, 23.6 mmol), and glacial acetic acid (10 drops) and stirred for 16 h at 50° C. After cooling to 25° C. the solvent was removed in vacuo, the crude material was redissolved in ethyl acetate (100 mL), washed with saturated aqueous sodium bicarbonate solution (100 mL). The aqueous layer was discarded and the organic layer w...